This data is from the Open Reaction Database (ORD), a public repository of structured organic reaction records. The task is: describe an organic reaction: reactants, conditions, products, and yield Procedure details: A 500 mL Schlenk flask is charged with dichlorotitanium bis(dimethylamide), 7.24 g (35 mmole), and toluene, 100 mL. The mixture is stirred magnetically and chilled to -78° C. in a dry ice/acetone bath. Lithium indenide (4A-2), 45 mmole, is added to the mixture which is then allowed to warm slowly to room temperature. The mixture is stirred approximately 15 hours at room temperature. All volatiles are removed under vacuum at room temperature giving a dark viscous oil. The residue is extracted wit... Reactants: C[N-]C.C[N-]C.Cl[Ti+2]Cl (dichlorotitanium bis(dimethylamide)), [CH-]1C=CC2=CC=CC=C12.[Li+] (Lithium indenide). Yields the product C[N-]C.C[N-]C.Cl[Ti+2]Cl.[CH-]1C=CC2=CC=CC=C12.[Li+] (Lithium Indenid Dichlorotitanium Bis(Dimethylamide)). As a reaction SMILES: [CH3:1][N-:2][CH3:3].[CH3:4][N-:5][CH3:6].[Cl:7][Ti+2:8][Cl:9].[CH-:10]1[C:18]2[C:13](=[CH:14][CH:15]=[CH:16][CH:17]=2)[CH:12]=[CH:11]1.[Li+:19]>C1(C)C=CC=CC=1>[CH3:1][N-:2][CH3:3].[CH3:4][N-:5][CH3:6].[Cl:7][Ti+2:8][Cl:9].[CH-:10]1[C:18]2[C:13](=[CH:14][CH:15]=[CH:16][CH:17]=2)[CH:12]=[CH:11]1.[Li+:19] |f:0.1.2,3.4,6.7.8.9.10|. Conditions: temperature -78 celsius. Solvent: C1(=CC=CC=C1)C (toluene). The reactants are Cl (hydrochloric acid), ClC=1C=C(C(=C(C(=O)OC)C1)O)C=O (methyl 5-chloro-3-formyl-2-hydroxybenzoate), BrC(C(=O)OC)C1=CC=CC=C1 (methyl α-bromophenylacetate), C([O-])([O-])=O.[K+].[K+] (potassium carbonate). Solvent: CN(C=O)C (dimethylformamide), O (water). Run at temperature 100 celsius. Yields the product ClC=1C=C(C2=C(C=C(O2)C2=CC=CC=C2)C1)C(=O)O (5-chloro-2-phenylbenzofuran-7-carboxylic acid). Isolated yield 60.9%. As a reaction SMILES: [Cl:1][C:2]1[CH:3]=[C:4]([CH:13]=O)[C:5]([OH:12])=[C:6]([CH:11]=1)[C:7]([O:9]C)=[O:8].Br[CH:16]([C:21]1[CH:26]=[CH:25][CH:24]=[CH:23][CH:22]=1)C(OC)=O.C(=O)([O-])[O-].[K+].[K+].Cl>O.CN(C)C=O>[Cl:1][C:2]1[CH:11]=[C:6]([C:7]([OH:9])=[O:8])[C:5]2[O:12][C:16]([C:21]3[CH:26]=[CH:25][CH:24]=[CH:23][CH:22]=3)=[CH:13][C:4]=2[CH:3]=1 |f:2.3.4|. Procedure: A mixture of 3.0 g of methyl 5-chloro-3-formyl-2-hydroxybenzoate, 3.44 g of methyl α-bromophenylacetate, 8.28 g of potassium carbonate and 50 ml of dimethylformamide is heated at 70°-80° C. for 15 minutes and further heated at 100° C. for 10 minutes. After cooling, water is added to the mixture, and the aqueous mixture is acidified with 10% hydrochloric acid and then extracted with ethyl acetate. The extract is washed with an aqueous saturated sodium chloride solution, dried and evaporated to re... The reactants are Cc1c(-c2ccccc2)oc2c(C=CC(=O)O)cccc2c1=O, Cc1ccccc1, O=S(Cl)Cl. Product: Cc1c(-c2ccccc2)oc2c(C=CC(=O)Cl)cccc2c1=O. As a reaction SMILES: [C:1](=[O:2])([OH:3])[CH:4]=[CH:5][c:6]1[cH:7][cH:8][cH:9][c:10]2[c:11](=[O:23])[c:12]([CH3:22])[c:13](-[c:16]3[cH:17][cH:18][cH:19][cH:20][cH:21]3)[o:14][c:15]12.[CH3:28][c:29]1[cH:30][cH:31][cH:32][cH:33][cH:34]1.[S:24]([Cl:25])([Cl:26])=[O:27]>>[C:1](=[O:2])([CH:4]=[CH:5][c:6]1[cH:7][cH:8][cH:9][c:10]2[c:11](=[O:23])[c:12]([CH3:22])[c:13](-[c:16]3[cH:17][cH:18][cH:19][cH:20][cH:21]3)[o:14][c:15]12)[Cl:26]. The reactants are S1C(=CC=C1)S(=O)(=O)NC=1C=CC=C2C=C(NC12)C(N)=S (7-[(2-thienylsulfonyl)amino]-1H-indole-2-carbothioamide), BrCC(OCC)OCC (1-bromo-2,2-diethoxyethane), C(C)O (ethanol). The solvent is O (Water). Yields the product S1C(=NC=C1)C=1NC2=C(C=CC=C2C1)NS(=O)(=O)C=1SC=CC1 (N-[2-(1,3-Thiazol-2-yl)-1H-indol-7-yl]thiophene-2-sulfonamide). Isolated yield 9.0%. Reaction SMILES: [S:1]1[CH:5]=[CH:4][CH:3]=[C:2]1[S:6]([NH:9][C:10]1[CH:11]=[CH:12][CH:13]=[C:14]2[C:18]=1[NH:17][C:16]([C:19](=[S:21])[NH2:20])=[CH:15]2)(=[O:8])=[O:7].Br[CH2:23][CH:24](OCC)OCC.C(O)C>O>[S:21]1[CH:24]=[CH:23][N:20]=[C:19]1[C:16]1[NH:17][C:18]2[C:14]([CH:15]=1)=[CH:13][CH:12]=[CH:11][C:10]=2[NH:9][S:6]([C:2]1[S:1][CH:5]=[CH:4][CH:3]=1)(=[O:7])=[O:8]. Reported procedure: A mixture of 7-[(2-thienylsulfonyl)amino]-1H-indole-2-carbothioamide (0.61 g), 1-bromo-2,2-diethoxyethane (0.32 mL) and ethanol (10 mL) was heated under reflux overnight. Water was added to the reaction mixture, and the obtained crystals were filtrated, washed with water and dried. The obtained crystals were subjected to silica gel column chromatography and the title compound (0.06 g, yield 9%) was obtained as colorless crystals from a fraction eluted with ethyl acetate-hexane (1:1, volume ratio... Solvent: O1CCOCC1 (dioxane). Product: Cl.Cl.ClC=1C=C(C=C(C1O)F)C=1C=C2C(=C(C=NC2=CC1)C(=O)C1CC1)N[C@@H]1CC[C@H](CC1)CN1CCCC1 ((6-(3-chloro-5-fluoro-4-hydroxyphenyl)-4-((trans-4-(pyrrolidin-1-ylmethyl)cyclohexyl)amino)quinolin-3-yl)(cyclopropyl)methanone dihydrochloride). Reported procedure: To a suspension of (6-bromo-4-((trans-4-(pyrrolidin-1-ylmethyl)cyclohexyl)amino) quinoline-3-yl)(cyclopropyl)methanone (60 mg, 0.13 mmol), 2-chloro-6-fluoro-4-(4,4,5,5-tetramethyl-1,3,2-dioxaborolan-2-yl)phenol (54 mg, 0.20 mmol) and Pd(dppf)Cl2 (11 mg, 0.015 mmol) in dioxane (4 mL) was added Cs2CO3 (1.0 M in H2O, 0.4 mL, 0.4 mmol). The reaction mixture was degassed with nitrogen and heated at 80° C. for 2 h. The reaction mixture was cooled to room temperature, diluted with a satd. aq. NaHCO3 (2... Reaction conditions: temperature 80 celsius. RXN SMILES: Br[C:2]1[CH:3]=[C:4]2[C:9](=[CH:10][CH:11]=1)[N:8]=[CH:7][C:6]([C:12]([CH:14]1[CH2:16][CH2:15]1)=[O:13])=[C:5]2[NH:17][C@H:18]1[CH2:23][CH2:22][C@H:21]([CH2:24][N:25]2[CH2:29][CH2:28][CH2:27][CH2:26]2)[CH2:20][CH2:19]1.[Cl:30][C:31]1[CH:36]=[C:35](B2OC(C)(C)C(C)(C)O2)[CH:34]=[C:33]([F:46])[C:32]=1[OH:47].C([O-])([O-])=O.[Cs+].[Cs+].[ClH:54]>O1CCOCC1.C1C=CC(P(C2C=CC=CC=2)[C-]2C=CC=C2)=CC=1.C1C=CC(P(C2C=CC=CC=2)[C-]2C=CC=C2)=CC=1.Cl[Pd]Cl.[Fe+2]>[ClH:30].[ClH:54].[Cl:30][C:31]1[CH:36]=[C:35]([C:2]2[CH:3]=[C:4]3[C:9](=[CH:10][CH:11]=2)[N:8]=[CH:7][C:6]([C:12]([CH:14]2[CH2:15][CH2:16]2)=[O:13])=[C:5]3[NH:17][C@H:18]2[CH2:23][CH2:22][C@H:21]([CH2:24][N:25]3[CH2:29][CH2:28][CH2:27][CH2:26]3)[CH2:20][CH2:19]2)[CH:34]=[C:33]([F:46])[C:32]=1[OH:47] |f:2.3.4,7.8.9.10,11.12.13|. Reactants: BrC=1C=C2C(=C(C=NC2=CC1)C(=O)C1CC1)N[C@@H]1CC[C@H](CC1)CN1CCCC1 ((6-bromo-4-((trans-4-(pyrrolidin-1-ylmethyl)cyclohexyl)amino) quinoline-3-yl)(cyclopropyl)methanone), ClC1=C(C(=CC(=C1)B1OC(C(O1)(C)C)(C)C)F)O (2-chloro-6-fluoro-4-(4,4,5,5-tetramethyl-1,3,2-dioxaborolan-2-yl)phenol), Cl (HCl), C(=O)([O-])[O-].[Cs+].[Cs+] (Cs2CO3). The reagents and catalysts are C1=CC=C(C=C1)P([C-]2C=CC=C2)C3=CC=CC=C3.C1=CC=C(C=C1)P([C-]2C=CC=C2)C3=CC=CC=C3.Cl[Pd]Cl.[Fe+2] (Pd(dppf)Cl2). Isolated yield 72.1%.